Dataset: the Open Reaction Database (ORD), a public repository of structured organic reaction records. Task: describe an organic reaction: reactants, conditions, products, and yield Reactants: CN1C(N(C(C1=N)=O)C1=CC=CC=C1)=O (1-methyl-3-phenyl-5-imino-1,3-diazolidine-2,4-dione), solid, O=CC(Cl)(Cl)Cl (Chloral), S(=O)(Cl)Cl (thionyl chloride). The solvent is COCCOC (1,2-dimethoxyethane). Yields the product CN1C(N(C(C1=NC(C(Cl)(Cl)Cl)Cl)=O)C1=CC=CC=C1)=O (1-methyl-3-phenyl-5-(1,2,2,2-tetrachloroethyl)imino-1,3-diazolidine-2,4-dione). Yield: 40.0%. RXN SMILES: [CH3:1][N:2]1[C:6](=[NH:7])[C:5](=[O:8])[N:4]([C:9]2[CH:14]=[CH:13][CH:12]=[CH:11][CH:10]=2)[C:3]1=[O:15].O=[CH:17][C:18]([Cl:21])([Cl:20])[Cl:19].S(Cl)([Cl:24])=O>COCCOC>[CH3:1][N:2]1[C:6](=[N:7][CH:17]([Cl:24])[C:18]([Cl:21])([Cl:20])[Cl:19])[C:5](=[O:8])[N:4]([C:9]2[CH:14]=[CH:13][CH:12]=[CH:11][CH:10]=2)[C:3]1=[O:15]. Procedure: In this preparation 1-methyl-3-phenyl-5-imino-1,3-diazolidine-2,4-dione (10.15 g; 0.05 mol) was dissolved in 80 ml 1,2-dimethoxyethane. Chloral (13.7 g, 1.0 mol) was added followed by the addition of thionyl chloride (11.9 g, 1.0 mol). The temperature of the reaction mixture rose to 45° C. due to the exothermicity of the reaction. One hour later the temperature was back to 23° C. and a solid had formed. The solid (1.1 g) had a melting point 140-150 with some not melting at all. The filtrate was ... The reactants are C(C)(=O)O (acetic acid), N1=CC=CC=C1 (pyridine), CC1=CC(=NN1CC1=CC=C(C=C1)C)C1=NC(=NO1)C1=CC=C(C=C1)CN (1-(4-{5-[5-Methyl-1-(4-methylbenzyl)-1H-pyrazol-3-yl]-1,2,4-oxadiazol-3-yl}phenyl)methanamine), COC1OC(CC1)OC (2,5-dimethoxytetrahydrofuran). Solvent: O (water), O (water). Run at temperature 100 celsius. The product is CC1=CC(=NN1CC1=CC=C(C=C1)C)C1=NC(=NO1)C1=CC=C(C=C1)CN1C=CC=C1 (5-[5-Methyl-1-(4-methylbenzyl)-1H-pyrazol-3-yl]-3-[4-(1H-pyrrol-1-yl-methyl)phenyl]-1,2,4-oxadiazole). Isolated yield 32.4%. RXN SMILES: C(O)(=O)C.N1C=[CH:9][CH:8]=[CH:7][CH:6]=1.[CH3:11][C:12]1[N:16]([CH2:17][C:18]2[CH:23]=[CH:22][C:21]([CH3:24])=[CH:20][CH:19]=2)[N:15]=[C:14]([C:25]2[O:29][N:28]=[C:27]([C:30]3[CH:35]=[CH:34][C:33]([CH2:36][NH2:37])=[CH:32][CH:31]=3)[N:26]=2)[CH:13]=1.COC1CCC(OC)O1>O>[CH3:11][C:12]1[N:16]([CH2:17][C:18]2[CH:19]=[CH:20][C:21]([CH3:24])=[CH:22][CH:23]=2)[N:15]=[C:14]([C:25]2[O:29][N:28]=[C:27]([C:30]3[CH:31]=[CH:32][C:33]([CH2:36][N:37]4[CH:9]=[CH:8][CH:7]=[CH:6]4)=[CH:34][CH:35]=3)[N:26]=2)[CH:13]=1. Reported procedure: To a solution of acetic acid (348 μL, 6.08 mmol) in water (194 μL) were added successively pyridine (491 μL, 6.08 mmol), 1-(4-{5-[5-methyl-1-(4-methylbenzyl)-1H-pyrazol-3-yl]-1,2,4-oxadiazol-3-yl}phenyl)methanamine (Example 139, 130 mg, 0.362 mmol) and 2,5-dimethoxytetrahydrofuran (47 μL, 0.362 mmol). The reaction mixture was heated to 100° C. for 20 h. After being cooled to rt, water (50 mL) was added, and the mixture was extracted with ethyl acetate (3×30 mL). The combined organic extracts wer...